From a dataset of the Open Reaction Database (ORD), a public repository of structured organic reaction records. describe an organic reaction: reactants, conditions, products, and yield Starting materials: hydrochloride salt, ClC1=CC2=C(OC(C2)CN=[N+]=[N-])C=2CCCC12 ((±)-(5-chloro-3,6,7,8-tetrahydro-2H-indeno[4,5-b]furan-2-yl)methyl azide). The reagents and catalysts are [Pt] (sulfided platinum on carbon). The product is ClC1=CC2=C(OC(C2)CN)C=2CCCC12 ((±)-1-(5-chloro-3,6,7,8-tetrahydro-2H-indeno[4,5-b]furan-2-yl)methanamine). Isolated yield 77.0%. Reaction SMILES: [Cl:1][C:2]1[C:17]2[CH2:16][CH2:15][CH2:14][C:13]=2[C:5]2[O:6][CH:7]([CH2:9][N:10]=[N+]=[N-])[CH2:8][C:4]=2[CH:3]=1>[Pt]>[Cl:1][C:2]1[C:17]2[CH2:16][CH2:15][CH2:14][C:13]=2[C:5]2[O:6][CH:7]([CH2:9][NH2:10])[CH2:8][C:4]=2[CH:3]=1. Procedure details: Treatment of (±)-(5-chloro-3,6,7,8-tetrahydro-2H-indeno[4,5-b]furan-2-yl)methyl 4-methylbenzenesulfonate (1.4 g, 3.70 mmol) with sodium azide (0.96 g, 14.78 mmol) generally according to the procedure described for Intermediate 24 gave (±)-(5-chloro-3,6,7,8-tetrahydro-2H-indeno[4,5-b]furan-2-yl)methyl azide as a crude oil. Treatment of the azide with sulfided platinum on carbon (5 wt. %, 0.15 g) generally according to the procedure described for Example 2 provided 0.74 g (77%) of (±)-1-(5-chloro-... Reactants: [C-]1(C=CC=C1)C=O.[CH-]1C=CC=C1.[Fe+2] (ferrocenecarboxaldehyde), [N+](=O)([O-])CC (nitroethane). The solvent is C(C)(=O)O (acetic acid). Conditions: temperature 100 celsius. Yields the product [C-]1(C=CC=C1)C(=CC)[N+](=O)[O-].[CH-]1C=CC=C1.[Fe+2] (ferrocenyl-nitropropene). Reaction SMILES: [C-:1]1([CH:6]=O)[CH:5]=[CH:4][CH:3]=[CH:2]1.[CH-:8]1[CH:12]=[CH:11][CH:10]=[CH:9]1.[Fe+2:13].[N+:14](CC)([O-:16])=[O:15]>C(O)(=O)C>[C-:1]1([C:6]([N+:14]([O-:16])=[O:15])=[CH:12][CH3:8])[CH:5]=[CH:4][CH:3]=[CH:2]1.[CH-:8]1[CH:12]=[CH:11][CH:10]=[CH:9]1.[Fe+2:13] |f:0.1.2,5.6.7|. Procedure: Ferrocenyl-nitropropene is prepared by reacting 2.14 g ferrocenecarboxaldehyde with 2.25 g nitroethane 1.40 g ammoniumacetate and 10 ml of glacial acetic acid during 24 hours at room temperature in the dark. After heating the reaction mixture 2 hours at 100° C. and dilution with 100 ml of ice-water the formed ferrocenyl-nitropropene is extracted with diethylether. The organic solution is washed successively with Na2S2O4 -containing water, with diluted ammonia and finally with water until neutral... The reactants are C(CCC)[Sn](CCCC)=O (dibutyltin oxide), OC1=CC=C(C=C1)CCC(=O)O (3-(4-hydroxyphenyl)propionic acid). Product: OC1=CC=C(C=C1)CCC(=O)[O-].OC1=CC=C(C=C1)CCC(=O)[O-].C(CCC)[Sn+2]CCCC (dibutyltin bis-[3-(4-hydroxyphenyl)propionate]). As a reaction SMILES: [CH2:1]([Sn:5](=O)[CH2:6][CH2:7][CH2:8][CH3:9])[CH2:2][CH2:3][CH3:4].[OH:11][C:12]1[CH:17]=[CH:16][C:15]([CH2:18][CH2:19][C:20]([OH:22])=[O:21])=[CH:14][CH:13]=1>>[OH:11][C:12]1[CH:13]=[CH:14][C:15]([CH2:18][CH2:19][C:20]([O-:22])=[O:21])=[CH:16][CH:17]=1.[OH:11][C:12]1[CH:13]=[CH:14][C:15]([CH2:18][CH2:19][C:20]([O-:22])=[O:21])=[CH:16][CH:17]=1.[CH2:1]([Sn+2:5][CH2:6][CH2:7][CH2:8][CH3:9])[CH2:2][CH2:3][CH3:4] |f:2.3.4|. Procedure: Following the procedure of Example 1, dibutyltin oxide was reacted with 3.2 g (0.2 mole) 3-(4-hydroxyphenyl)propionic acid to yield 56 g of dibutyltin bis-[3-(4-hydroxyphenyl)propionate], a white crystalline material melting at 48°-50° C. Run in C(Cl)Cl (DCM). Procedure details: To 4-{4-[7-(3-tert-Butylsulfamoyl-phenyl)-pyrrolo[2,1-f][1,2,4]triazin-2-ylamino]-3-methoxy-phenyl}-piperidine-1-carboxylic acid tert-butyl ester (207.0 mg, 0.31 mmol) in 6.0 mL of DCM at room temperature was added hydrogen chloride gas. When deprotection was complete, ethyl acetate was added, and the precipitate was filtered and washed with ethyl acetate. The orange solid was taken up in water, treated with sat. NaHCO3 until aq. layer pH=13, and extracted with DCM. The organic layers were combi... RXN SMILES: C(OC([N:8]1[CH2:13][CH2:12][CH:11]([C:14]2[CH:19]=[CH:18][C:17]([NH:20][C:21]3[N:26]=[CH:25][C:24]4=[CH:27][CH:28]=[C:29]([C:30]5[CH:35]=[CH:34][CH:33]=[C:32]([S:36](=[O:43])(=[O:42])[NH:37][C:38]([CH3:41])([CH3:40])[CH3:39])[CH:31]=5)[N:23]4[N:22]=3)=[C:16]([O:44][CH3:45])[CH:15]=2)[CH2:10][CH2:9]1)=O)(C)(C)C.Cl.C(OCC)(=O)C>C(Cl)Cl>[C:38]([NH:37][S:36]([C:32]1[CH:33]=[CH:34][CH:35]=[C:30]([C:29]2[N:23]3[C:24]([CH:25]=[N:26][C:21]([NH:20][C:17]4[CH:18]=[CH:19][C:14]([CH:11]5[CH2:12][CH2:13][NH:8][CH2:9][CH2:10]5)=[CH:15][C:16]=4[O:44][CH3:45])=[N:22]3)=[CH:27][CH:28]=2)[CH:31]=1)(=[O:43])=[O:42])([CH3:41])([CH3:40])[CH3:39]. Starting materials: C(C)(C)(C)OC(=O)N1CCC(CC1)C1=CC(=C(C=C1)NC1=NN2C(C=N1)=CC=C2C2=CC(=CC=C2)S(NC(C)(C)C)(=O)=O)OC (4-{4-[7-(3-tert-Butylsulfamoyl-phenyl)-pyrrolo[2,1-f][1,2,4]triazin-2-ylamino]-3-methoxy-phenyl}-piperidine-1-carboxylic acid tert-butyl ester), Cl (hydrogen chloride), C(C)(=O)OCC (ethyl acetate). Product: C(C)(C)(C)NS(=O)(=O)C1=CC(=CC=C1)C1=CC=C2C=NC(=NN21)NC2=C(C=C(C=C2)C2CCNCC2)OC (N-tert-Butyl-3-[2-(2-methoxy-4-piperidin-4-yl-phenylamino)-pyrrolo[2,1-f][1,2,4]triazin-7-yl]-benzenesulfonamide). Isolated yield 39.2%. Reactants: CC(O)(CNS(=O)(=O)c1ccccc1[N+](=O)[O-])c1cc(Br)ccc1F, ClCCl, CCOC(=O)N=NC(=O)OCC, c1ccc(P(c2ccccc2)c2ccccc2)cc1. Product: CC1(c2cc(Br)ccc2F)CN1S(=O)(=O)c1ccccc1[N+](=O)[O-]. As a reaction SMILES: [Br:1][c:2]1[cH:3][cH:4][c:5]([F:25])[c:6]([C:8]([CH2:9][NH:10][S:11](=[O:12])(=[O:13])[c:14]2[c:15]([N+:20](=[O:21])[O-:22])[cH:16][cH:17][cH:18][cH:19]2)([CH3:23])[OH:24])[cH:7]1.[Cl:57][CH2:58][Cl:59].[O:45]=[C:46]([O:47][CH2:48][CH3:49])[N:50]=[N:51][C:52]([O:53][CH2:54][CH3:55])=[O:56].[c:26]1([P:27]([c:28]2[cH:29][cH:30][cH:31][cH:32][cH:33]2)[c:34]2[cH:35][cH:36][cH:37][cH:38][cH:39]2)[cH:40][cH:41][cH:42][cH:43][cH:44]1>>[Br:1][c:2]1[cH:3][cH:4][c:5]([F:25])[c:6]([C:8]2([CH3:23])[CH2:9][N:10]2[S:11](=[O:12])(=[O:13])[c:14]2[c:15]([N+:20](=[O:21])[O-:22])[cH:16][cH:17][cH:18][cH:19]2)[cH:7]1.